Dataset: the Open Reaction Database (ORD), a public repository of structured organic reaction records. Task: describe an organic reaction: reactants, conditions, products, and yield Reactants: S(=O)(=O)(O)O.NCC1=CC=C(C(=O)O)C=C1.NCC1=CC=C(C(=O)O)C=C1 (p-aminomethylbenzoic acid hemisulfate), P(Cl)(Cl)(Cl)(Cl)Cl (phosphorus pentachloride), C(Cl)(Cl)(Cl)Cl (carbon tetrachloride). Solvent: C(Cl)Cl (methylene chloride). Conditions: time 2.5 hour. Product: S(=O)(=O)(O)O.NCC1=CC=C(C(=O)Cl)C=C1.NCC1=CC=C(C(=O)Cl)C=C1 (p-aminomethylbenzoyl chloride hemisulfate). Isolated yield 84.0%. RXN SMILES: [S:1]([OH:5])([OH:4])(=[O:3])=[O:2].[NH2:6][CH2:7][C:8]1[CH:16]=[CH:15][C:11]([C:12](O)=[O:13])=[CH:10][CH:9]=1.[NH2:17][CH2:18][C:19]1[CH:27]=[CH:26][C:22]([C:23](O)=[O:24])=[CH:21][CH:20]=1.P(Cl)(Cl)(Cl)(Cl)[Cl:29].C(Cl)(Cl)(Cl)[Cl:35]>C(Cl)Cl>[S:1]([OH:5])([OH:4])(=[O:3])=[O:2].[NH2:6][CH2:7][C:8]1[CH:16]=[CH:15][C:11]([C:12]([Cl:29])=[O:13])=[CH:10][CH:9]=1.[NH2:17][CH2:18][C:19]1[CH:27]=[CH:26][C:22]([C:23]([Cl:35])=[O:24])=[CH:21][CH:20]=1 |f:0.1.2,6.7.8|. Procedure details: Twenty grams of p-aminomethylbenzoic acid hemisulfate was suspended in 400 ml of methylene chloride, and 75 g of phosphorus pentachloride was slowly added to the suspension. The reaction was carried out at 40° to 45° C. for 2.5 hours. The solution was cooled with ice, and 300 ml of carbon tetrachloride was added, followed by filtration to give 18.3 g (yield 84%) of p-aminomethylbenzoyl chloride hemisulfate as white crystals.